Dataset: the Open Reaction Database (ORD), a public repository of structured organic reaction records. Task: describe an organic reaction: reactants, conditions, products, and yield Starting materials: Br, Br, CC1=CC(=O)OC(C)(C)O1, ClCCl. The product is CC1=C(Br)C(=O)OC(C)(C)O1. Reaction SMILES: [Br:1].[BrH:12].[CH3:2][C:3]1([CH3:11])[O:4][C:5]([CH3:10])=[CH:6][C:7](=[O:9])[O:8]1.[Cl:13][CH2:14][Cl:15]>>[CH3:2][C:3]1([CH3:11])[O:4][C:5]([CH3:10])=[C:6]([Br:12])[C:7](=[O:9])[O:8]1. Starting materials: O=C1CCC(=O)N1Cl, ClCCl, CC(C)(C)n1cc(-c2ccc(Oc3ccccc3)cc2)c2c(N)ncnc21. Product: CC(C)(C)n1c(Cl)c(-c2ccc(Oc3ccccc3)cc2)c2c(N)ncnc21. As a reaction SMILES: [Cl:28][N:29]1[C:30](=[O:31])[CH2:32][CH2:33][C:34]1=[O:35].[Cl:36][CH2:37][Cl:38].[NH2:1][c:2]1[c:3]2[c:4]([n:5][cH:6][n:7]1)[n:8]([C:24]([CH3:25])([CH3:26])[CH3:27])[cH:9][c:10]2-[c:11]1[cH:12][cH:13][c:14]([O:17][c:18]2[cH:19][cH:20][cH:21][cH:22][cH:23]2)[cH:15][cH:16]1>>[NH2:1][c:2]1[c:3]2[c:4]([n:5][cH:6][n:7]1)[n:8]([C:24]([CH3:25])([CH3:26])[CH3:27])[c:9]([Cl:28])[c:10]2-[c:11]1[cH:12][cH:13][c:14]([O:17][c:18]2[cH:19][cH:20][cH:21][cH:22][cH:23]2)[cH:15][cH:16]1. The reactants are CC(C)(C)C(=O)Cl, c1ccncc1, Oc1ccc2ccsc2c1. Product: CC(C)(C)C(=O)Oc1ccc2ccsc2c1. Reaction SMILES: [CH3:11][C:12]([C:13](=[O:14])[Cl:15])([CH3:16])[CH3:17].[cH:18]1[cH:19][cH:20][n:21][cH:22][cH:23]1.[s:1]1[c:2]2[c:3]([cH:4][cH:5]1)[cH:6][cH:7][c:8]([OH:10])[cH:9]2>>[s:1]1[c:2]2[c:3]([cH:4][cH:5]1)[cH:6][cH:7][c:8]([O:10][C:13]([C:12]([CH3:11])([CH3:16])[CH3:17])=[O:14])[cH:9]2. Starting materials: Cc1ccc(S(=O)(=O)NCC(=O)O)cc1, O=S(Cl)Cl. Product: Cc1ccc(S(=O)(=O)NCC(=O)Cl)cc1. RXN SMILES: [CH3:1][c:2]1[cH:3][cH:4][c:5]([S:8](=[O:9])(=[O:10])[NH:11][CH2:12][C:13](=[O:14])[OH:15])[cH:6][cH:7]1.[S:16]([Cl:17])([Cl:18])=[O:19]>>[CH3:1][c:2]1[cH:3][cH:4][c:5]([S:8](=[O:9])(=[O:10])[NH:11][CH2:12][C:13](=[O:15])[Cl:18])[cH:6][cH:7]1. Starting materials: ClC=1N=C(N(C1CO)CC1=CC=C(C=C1)[N+](=O)[O-])CCCCCCC (4-chloro-2-heptyl-5-hydroxymethyl-1-(4-nitrobenzyl)imidazole). Reagents/catalysts: [Fe] (iron). Solvent: CCO (EtOH), C(C)(=O)O (acetic acid). Product: NC1=CC=C(CN2C(=NC(=C2CO)Cl)CCCCCCC)C=C1 (1-(4-Aminobenzyl)-4-chloro-2-heptyl-5-hydroxymethylimidazole). Isolated yield 88.2%. Reaction SMILES: [Cl:1][C:2]1[N:3]=[C:4]([CH2:19][CH2:20][CH2:21][CH2:22][CH2:23][CH2:24][CH3:25])[N:5]([CH2:9][C:10]2[CH:15]=[CH:14][C:13]([N+:16]([O-])=O)=[CH:12][CH:11]=2)[C:6]=1[CH2:7][OH:8]>CCO.C(O)(=O)C.[Fe]>[NH2:16][C:13]1[CH:12]=[CH:11][C:10]([CH2:9][N:5]2[C:6]([CH2:7][OH:8])=[C:2]([Cl:1])[N:3]=[C:4]2[CH2:19][CH2:20][CH2:21][CH2:22][CH2:23][CH2:24][CH3:25])=[CH:15][CH:14]=1. Reported procedure: To a solution of 4-chloro-2-heptyl-5-hydroxymethyl-1-(4-nitrobenzyl)imidazole (1.00 g, 2.7 mmol) in EtOH (30 mL) and glacial acetic acid (5 mL) was added iron powder (2.5 g, 44.8 mmol). The mixture was stirred while being refluxed for 20 minutes. The solution was cooled, the iron was removed by filtration, and the solution was partitioned between EtOAc and 20% aq. K2CO3 (150 mL each). The organic phase was washed with saturated aqueous NaCl, dried (MgSO4), filtered and concentrated to afford 0.8... Reactants: ClCCl, C#Cc1ccc2c(c1)c(-c1c(F)cccc1F)nc1c(NC3CCN(S(C)(=O)=O)CC3)n(COCC[Si](C)(C)C)nc12, O=C(O)C(F)(F)F, N, O. Yields the product C#Cc1ccc2c(c1)c(-c1c(F)cccc1F)nc1c(NC3CCN(S(C)(=O)=O)CC3)[nH]nc12. RXN SMILES: [Cl:50][CH2:51][Cl:52].[F:1][c:2]1[c:3](-[c:9]2[n:10][c:11]3[c:12]([c:13]4[cH:14][cH:15][c:16]([C:19]#[CH:20])[cH:17][c:18]24)[n:21][n:22]([CH2:35][O:36][CH2:37][CH2:38][Si:39]([CH3:40])([CH3:41])[CH3:42])[c:23]3[NH:24][CH:25]2[CH2:26][CH2:27][N:28]([S:31](=[O:32])(=[O:33])[CH3:34])[CH2:29][CH2:30]2)[c:4]([F:8])[cH:5][cH:6][cH:7]1.[F:43][C:44]([F:45])([F:46])[C:47]([OH:48])=[O:49].[NH3:54].[OH2:53]>>[F:1][c:2]1[c:3](-[c:9]2[n:10][c:11]3[c:12]([c:13]4[cH:14][cH:15][c:16]([C:19]#[CH:20])[cH:17][c:18]24)[n:21][nH:22][c:23]3[NH:24][CH:25]2[CH2:26][CH2:27][N:28]([S:31](=[O:32])(=[O:33])[CH3:34])[CH2:29][CH2:30]2)[c:4]([F:8])[cH:5][cH:6][cH:7]1.